This data is from the Open Reaction Database (ORD), a public repository of structured organic reaction records. The task is: describe an organic reaction: reactants, conditions, products, and yield Starting materials: CCC(=C(c1ccccc1)c1ccc(C=CC(=O)O)cc1)c1ccccc1, Cc1cccc(S(N)(=O)=O)c1. Yields the product CCC(=C(c1ccccc1)c1ccc(C=CC(=O)NS(=O)(=O)c2cccc(C)c2)cc1)c1ccccc1. Reaction SMILES: [c:1]1([C:7](=[C:8]([CH2:9][CH3:10])[c:11]2[cH:12][cH:13][cH:14][cH:15][cH:16]2)[c:17]2[cH:18][cH:19][c:20]([CH:23]=[CH:24][C:25](=[O:26])[OH:27])[cH:21][cH:22]2)[cH:2][cH:3][cH:4][cH:5][cH:6]1.[c:28]1([CH3:38])[cH:29][c:30]([S:34](=[O:35])(=[O:36])[NH2:37])[cH:31][cH:32][cH:33]1>>[c:1]1([C:7](=[C:8]([CH2:9][CH3:10])[c:11]2[cH:12][cH:13][cH:14][cH:15][cH:16]2)[c:17]2[cH:18][cH:19][c:20]([CH:23]=[CH:24][C:25](=[O:26])[NH:37][S:34]([c:30]3[cH:29][c:28]([CH3:38])[cH:33][cH:32][cH:31]3)(=[O:35])=[O:36])[cH:21][cH:22]2)[cH:2][cH:3][cH:4][cH:5][cH:6]1. Product: COc1cc2c(Oc3ccc4[nH]c(C)cc4c3F)ncnc2cc1OCCCN1CCN(CC(N)=O)CC1. As a reaction SMILES: [CH3:40][C:41](=[O:42])[CH3:43].[CH3:44][C:45]#[N:46].[F:1][c:2]1[c:3]2[cH:4][c:5]([CH3:34])[nH:6][c:7]2[cH:8][cH:9][c:10]1[O:11][c:12]1[n:13][cH:14][n:15][c:16]2[cH:17][c:18]([O:24][CH2:25][CH2:26][CH2:27][N:28]3[CH2:29][CH2:30][NH:31][CH2:32][CH2:33]3)[c:19]([O:22][CH3:23])[cH:20][c:21]12.[I:35][CH2:36][C:37](=[O:38])[NH2:39]>>[F:1][c:2]1[c:3]2[cH:4][c:5]([CH3:34])[nH:6][c:7]2[cH:8][cH:9][c:10]1[O:11][c:12]1[n:13][cH:14][n:15][c:16]2[cH:17][c:18]([O:24][CH2:25][CH2:26][CH2:27][N:28]3[CH2:29][CH2:30][N:31]([CH2:36][C:37](=[O:38])[NH2:39])[CH2:32][CH2:33]3)[c:19]([O:22][CH3:23])[cH:20][c:21]12. Starting materials: CC(C)=O, CC#N, COc1cc2c(Oc3ccc4[nH]c(C)cc4c3F)ncnc2cc1OCCCN1CCNCC1, NC(=O)CI. Reactants: C(C)(=O)N1CCC2=CC=C(C=C12)Cl (1-Acetyl-6-chloroindoline), ICl (iodine monochloride). The solvent is C(C)(=O)O (acetic acid). Product: C(C)(=O)N1CCC2=CC(=C(C=C12)Cl)I (1-Acetyl-6-chloro-5-iodoindoline). Yield: 38.6%. Reaction SMILES: [C:1]([N:4]1[C:12]2[C:7](=[CH:8][CH:9]=[C:10]([Cl:13])[CH:11]=2)[CH2:6][CH2:5]1)(=[O:3])[CH3:2].[I:14]Cl>C(O)(=O)C>[C:1]([N:4]1[C:12]2[C:7](=[CH:8][C:9]([I:14])=[C:10]([Cl:13])[CH:11]=2)[CH2:6][CH2:5]1)(=[O:3])[CH3:2]. Procedure details: 1-Acetyl-6-chloroindoline (0.3 g, 1.53 mmol) and iodine monochloride (2.48 g, 15.3 mmol) in acetic acid (25 ml) were heated under reflux for 48 hours. After cooling the mixture was partitioned between ethyl acetate and 10% aqueous NaOH. The organic extract was washed with aqueous Na2 SO3 dried (Na2SO4) & evaporated to dryness under reduced pressure. Chromatography on silica gel using dichloromethane afforded the title compound (0.19 g, 39%).